From a dataset of the Open Reaction Database (ORD), a public repository of structured organic reaction records. describe an organic reaction: reactants, conditions, products, and yield Reactants: O1CCOC12CCC(CC2)C=O (1,4-dioxaspiro[4.5]decane-8-carbaldehyde), C(C=C)[Mg]Br (allylmagnesium bromide). Reaction conditions: temperature -78 celsius, time 8 hour. The product is O1CCOC12CCC(CC2)C(CC=C)O (1-(1,4-dioxaspiro[4.5]decan-8-yl)but-3-en-1-ol). As a reaction SMILES: [O:1]1[C:5]2([CH2:10][CH2:9][CH:8]([CH:11]=[O:12])[CH2:7][CH2:6]2)[O:4][CH2:3][CH2:2]1.[CH2:13]([Mg]Br)[CH:14]=[CH2:15]>>[O:1]1[C:5]2([CH2:10][CH2:9][CH:8]([CH:11]([OH:12])[CH2:15][CH:14]=[CH2:13])[CH2:7][CH2:6]2)[O:4][CH2:3][CH2:2]1. Procedure details: To a solution of 1,4-dioxaspiro[4.5]decane-8-carbaldehyde (627 mg, 3.68 mmol, prepared as described in Pearson, et al. in J. Org. Chem. 1997, 62(16), 5284-5292) cooled to −78° C. under argon was added a allylmagnesium bromide (5 mL, 5 mmol, 1 M in THF) dropwise. After the complete addition, the reaction mixture was allowed to reach room temperature overnight. It was then re-cooled to −78° C. and quenched with saturated NaHCO3 solution and warmed to room temperature. After extraction with ether, ... Reactants: Cl.Cl.NC1=C(C=C(C(N1)=O)C(=O)NCC1CCNCC1)Cl (6-amino-5-chloro-2-oxo-N-(4-piperidinylmethyl)-1,2-dihydro-3-pyridinecarboxamide dihydrochloride), ICC (iodoethane), C([O-])([O-])=O.[K+].[K+] (potassium carbonate). Run in CN(C=O)C (N,N-dimethylformamide). Reaction conditions: temperature 60 celsius, time 15 hour. Yields the product NC1=C(C=C(C(N1)=O)C(=O)NCC1CCN(CC1)CC)Cl (6-Amino-5-chloro-N-[(1-ethyl-4-piperidinyl)methyl]-2-oxo-1,2-dihydro-3-pyridinecarboxamide). Yield: 49.1%. Reaction SMILES: Cl.Cl.[NH2:3][C:4]1[NH:9][C:8](=[O:10])[C:7]([C:11]([NH:13][CH2:14][CH:15]2[CH2:20][CH2:19][NH:18][CH2:17][CH2:16]2)=[O:12])=[CH:6][C:5]=1[Cl:21].I[CH2:23][CH3:24].C(=O)([O-])[O-].[K+].[K+]>CN(C)C=O>[NH2:3][C:4]1[NH:9][C:8](=[O:10])[C:7]([C:11]([NH:13][CH2:14][CH:15]2[CH2:20][CH2:19][N:18]([CH2:23][CH3:24])[CH2:17][CH2:16]2)=[O:12])=[CH:6][C:5]=1[Cl:21] |f:0.1.2,4.5.6|. Procedure details: A mixture of 6-amino-5-chloro-2-oxo-N-(4-piperidinylmethyl)-1,2-dihydro-3-pyridinecarboxamide dihydrochloride (step 2, 100 mg, 0.28 mmol), iodoethane (49 mg, 0.31 mmol) and potassium carbonate (172 mg, 1.25 mmol) in N,N-dimethylformamide (6 ml) was stirred at 60° C. for 15 h. After cooling to room temperature, the solvent was removed in vacuo. The residue was suspended in tetrahydrofuran (50 ml), and the solution was filtered through a pad of Celite. The filtrate was concentrated in vacuo, and t... The reactants are CCI, Cc1ccc(C)c(OCc2ccccc2CC#N)c1, CN(C)C=O, [H-], [Na+], O. Product: CCC(C#N)c1ccccc1COc1cc(C)ccc1C. As a reaction SMILES: [CH2:22]([CH3:23])[I:24].[CH3:1][c:2]1[c:3]([O:4][CH2:5][c:6]2[c:7]([CH2:12][C:13]#[N:14])[cH:8][cH:9][cH:10][cH:11]2)[cH:15][c:16]([CH3:19])[cH:17][cH:18]1.[CH3:26][N:27]([CH3:28])[CH:29]=[O:30].[H-:20].[Na+:21].[OH2:25]>>[CH3:1][c:2]1[c:3]([O:4][CH2:5][c:6]2[c:7]([CH:12]([C:13]#[N:14])[CH2:22][CH3:23])[cH:8][cH:9][cH:10][cH:11]2)[cH:15][c:16]([CH3:19])[cH:17][cH:18]1. Reactants: IC1=CC=C(C=C1)I (1,4-diiodobenzene), C(C#C)O (propargyl alcohol). Yields the product IC1=CC=C(C=C1)C#CCO (3-(4-iodophenyl)-2-propyn-1-ol). Run at time 18 hour. Isolated yield 63.4%. Reagents/catalysts: [Cu]I (CuI). Reaction SMILES: I[C:2]1[CH:7]=[CH:6][C:5]([I:8])=[CH:4][CH:3]=1.[CH2:9]([OH:12])[C:10]#[CH:11]>C(NCC)C.[Cu]I>[I:8][C:5]1[CH:6]=[CH:7][C:2]([C:11]#[C:10][CH2:9][OH:12])=[CH:3][CH:4]=1. Solvent: C(C)NCC (diethylamine). Procedure details: A mixture of 1,4-diiodobenzene (24.7 g), propargyl alcohol (1.68 g), BTPC (0.21 g) and CuI (28 mg) in diethylamine (180 ml) was stirred at room temperature under nitrogen for 18 h. The solvent was evaporated in vacuo at 35°, the residual solid taken up in MC (200 ml) and the solution washed with 2N hydrochloric acid (150 ml). The aqueous phase was extracted with further MC (75 ml), the organic layers combined, dried and purified by FCC eluting with EA-CX (1:6) and then EA-CX (1:3) to yield the t... The reactants are C(C1=CC=CC=C1)SC=1C(=C(SC1C(F)(F)F)C(=O)O)OC (4-benzylthio-3-methoxy-5-trifluoromethyl-2-thiophenecarboxylic acid). The reagents and catalysts are [Cu] (copper). Solvent: N1=CC=CC2=CC=CC=C12 (quinoline). Reaction conditions: temperature 150 celsius. Product: C(C1=CC=CC=C1)SC1=C(SC=C1OC)C(F)(F)F (3-Benzylthio-4-methoxy-2-trifluoromethylthiophene). The yield is 69.9%. RXN SMILES: [CH2:1]([S:8][C:9]1[C:10]([O:21][CH3:22])=[C:11](C(O)=O)[S:12][C:13]=1[C:14]([F:17])([F:16])[F:15])[C:2]1[CH:7]=[CH:6][CH:5]=[CH:4][CH:3]=1>N1C2C(=CC=CC=2)C=CC=1.[Cu]>[CH2:1]([S:8][C:9]1[C:10]([O:21][CH3:22])=[CH:11][S:12][C:13]=1[C:14]([F:17])([F:16])[F:15])[C:2]1[CH:3]=[CH:4][CH:5]=[CH:6][CH:7]=1. Procedure details: A mixture of 3.6 g of 4-benzylthio-3-methoxy-5-trifluoromethyl-2-thiophenecarboxylic acid and 0.85 g of copper powder in 50 mL of quinoline was heated to 150° C. for 15 min. The mixture was cooled and partitioned with ether and aqueous HCl. The organic phase was separated, dried over MgSO4, filtered, concentrated and purified by column chromatography to give 2.2 g (71%) of an amber oil. 1H NMR (300 MHz, CDCl3): δ 7.2 (m, 5H); 6.4 (s, 1H); 4.1 (s, 2H); 3.8 (s, 3H). Anal. Calc'd for C13H11F3OS2: C... Reactants: Cl.ClCCNCCCl (bis-(2-chloroethyl)-amine hydrochloride), ClC(=O)OC (methyl chloroformate), C(C)(C)N(CC)C(C)C (diisopropylethylamine). The solvent is C(Cl)Cl (methylene chloride). Yields the product COC(N(CCCl)CCCl)=O (N,N-bis-(2-chloroethyl)-carbamic acid methyl ester). As a reaction SMILES: Cl.[Cl:2][CH2:3][CH2:4][NH:5][CH2:6][CH2:7][Cl:8].Cl[C:10]([O:12][CH3:13])=[O:11].C(N(C(C)C)CC)(C)C>C(Cl)Cl>[CH3:13][O:12][C:10](=[O:11])[N:5]([CH2:6][CH2:7][Cl:8])[CH2:4][CH2:3][Cl:2] |f:0.1|. Procedure details: The starting material N,N-bis-(2-chloroethyl)-carbamic acid methyl ester is prepared by treating a solution of bis-(2-chloroethyl)-amine hydrochloride in methylene chloride at 0° C. with methyl chloroformate (1.0 mole equivalent) and diisopropylethylamine (2.2 mole equivalents).